From a dataset of the Open Reaction Database (ORD), a public repository of structured organic reaction records. describe an organic reaction: reactants, conditions, products, and yield The reactants are ClCC1=CC=C(C=C1)S(=O)(=O)C (1-(chloromethyl)-4-(methylsulfonyl)benzene), CS(=O)C (DMSO), ON1C(C=2C(C1=O)=CC=CC2)=O (N-hydroxyphthalimide), C([O-])([O-])=O.[K+].[K+] (potassium carbonate). The solvent is O (water). Reaction conditions: temperature 50 celsius, time 2 hour. Product: CS(=O)(=O)C1=CC=C(CON2C(C3=CC=CC=C3C2=O)=O)C=C1 (2-{[4-(methylsulfonyl)benzyl]oxy}-1H-isoindole-1,3(2H)-dione). The yield is 64.2%. RXN SMILES: Cl[CH2:2][C:3]1[CH:8]=[CH:7][C:6]([S:9]([CH3:12])(=[O:11])=[O:10])=[CH:5][CH:4]=1.CS(C)=O.[OH:17][N:18]1[C:22](=[O:23])[C:21]2=[CH:24][CH:25]=[CH:26][CH:27]=[C:20]2[C:19]1=[O:28].C(=O)([O-])[O-].[K+].[K+]>O>[CH3:12][S:9]([C:6]1[CH:7]=[CH:8][C:3]([CH2:2][O:17][N:18]2[C:22](=[O:23])[C:21]3[C:20](=[CH:27][CH:26]=[CH:25][CH:24]=3)[C:19]2=[O:28])=[CH:4][CH:5]=1)(=[O:11])=[O:10] |f:3.4.5|. Procedure: To a mixture of 659 mg of 1-(chloromethyl)-4-(methylsulfonyl)benzene and 10 ml of DMSO were added 525 mg of N-hydroxyphthalimide and 445 mg of potassium carbonate, followed by stirring at 50° C. for 2 hours. The reaction solution was cooled, water was then added thereto, and the precipitated crystal was collected by filtration to obtain 685 mg of 2-{[4-(methylsulfonyl)benzyl]oxy}-1H-isoindole-1,3(2H)-dione as a white solid. Reactants: Cc1cc(Cl)c([N+](=O)[O-])cc1Br, CC(=O)O, CO, N=CN, [H][H]. Yields the product Cc1cc(Cl)c(N)cc1Br. As a reaction SMILES: [Br:1][c:2]1[c:3]([CH3:12])[cH:4][c:5]([Cl:11])[c:6]([N+:8]([O-:9])=[O:10])[cH:7]1.[C:13]([OH:14])(=[O:15])[CH3:16].[CH3:22][OH:23].[CH:17]([NH2:18])=[NH:19].[H:20][H:21]>>[Br:1][c:2]1[c:3]([CH3:12])[cH:4][c:5]([Cl:11])[c:6]([NH2:8])[cH:7]1. Starting materials: oil, CC(CCCO)C (4-methyl-1-pentanol), CS(=O)(=O)Cl (methanesulfonyl chloride). The product is CS(=O)(=O)OCCCC(C)C (4-Methyl-1-pentyl methanesulfonate). As a reaction SMILES: [CH3:1][CH:2]([CH3:7])[CH2:3][CH2:4][CH2:5][OH:6].[CH3:8][S:9](Cl)(=[O:11])=[O:10]>>[CH3:8][S:9]([O:6][CH2:5][CH2:4][CH2:3][CH:2]([CH3:7])[CH3:1])(=[O:11])=[O:10]. Reported procedure: The title compound was prepared by following the general procedure of Example 43 for mesylation as a colorless oil (620 mg, 63%) from 4-methyl-1-pentanol (511 mg, 5.00 mmol) and methanesulfonyl chloride (844 mg, 7.50 mmol). 1H NMR (CDCl3, 300 MHz) δ0.88 (d, 6H, J=4.7 Hz), 1.23-1.31 (m, 2H), 1.53-1.62 (m, 1H), 1.70-1.80 (m, 2H), 3.00 (s, 3H), 4.21 (t, 2H, J=6.6 Hz) ppm. The reactants are C(/C=C/CCl)Cl (1,4-dichlorobutene-2), [Na]CC(CC(=O)OC)=O (methyl sodioacetoacetate), C(/C=C/CCl)Cl (1,4-dichlorobutene-2), C(CC(=O)C)(=O)OC (methyl acetoacetate), [Na] (sodium), methyl acetoacetic ester. Run in CO (methanol), CO (methanol). Reaction conditions: time 3 hour. Yields the product C(C)(=O)C1(C(C1)C=C)C(=O)OC (Methyl 1-acetyl-2-vinylcyclopropane-1-carboxylate), product. The yield is 55.0%. Reaction SMILES: [CH2:1](Cl)/[CH:2]=[CH:3]/[CH2:4]Cl.[C:7]([O:13][CH3:14])(=[O:12])[CH2:8][C:9]([CH3:11])=[O:10].[Na]CC(=O)CC(OC)=O.[Na]>CO>[C:9]([C:8]1([C:7]([O:13][CH3:14])=[O:12])[CH2:4][CH:3]1[CH:2]=[CH2:1])(=[O:10])[CH3:11] |^1:23|. Procedure details: Methyl 1-acetyl-2-vinylcyclopropane-1-carboxylate was prepared by the reaction of 1,4-dichlorobutene-2 and methyl acetoacetate using the classical condensation procedure. For the reaction, methyl sodioacetoacetate was prepared by first reacting 36.6 grams sodium metal with 500 mls anhydrous methanol and then adding 185.6 grams of the methyl acetoacetic ester. The resulting solution was then added dropwise, at a rate sufficient to maintain reflux, to 100 grams 1,4-dichlorobutene-2 in 200 mls meth... Reactants: BrC1=C(C=CC2=CC=CC=C12)C (1-bromo-2-methylnaphthalene), C(C=1C(N)=CC=CC1)(=O)O (anthranilic acid), C([O-])([O-])=O.[K+].[K+] (potassium carbonate). The reagents and catalysts are [Cu] (copper). Run in [N+](=O)([O-])C1=CC=CC=C1 (nitrobenzene), [N+](=O)([O-])C1=CC=CC=C1 (nitrobenzene). The product is CC1=C(C2=CC=CC=C2C=C1)NC=1C(C(=O)O)=CC=CC1 (N-(2-methyl-1-naphthyl)-anthranilic acid). Reaction SMILES: Br[C:2]1[C:11]2[C:6](=[CH:7][CH:8]=[CH:9][CH:10]=2)[CH:5]=[CH:4][C:3]=1[CH3:12].[C:13]([OH:22])(=[O:21])[C:14]1[C:15](=[CH:17][CH:18]=[CH:19][CH:20]=1)[NH2:16].C(=O)([O-])[O-].[K+].[K+]>[N+](C1C=CC=CC=1)([O-])=O.[Cu]>[CH3:12][C:3]1[CH:4]=[CH:5][C:6]2[C:11](=[CH:10][CH:9]=[CH:8][CH:7]=2)[C:2]=1[NH:16][C:15]1[C:14](=[CH:20][CH:19]=[CH:18][CH:17]=1)[C:13]([OH:22])=[O:21] |f:2.3.4|. Procedure: In Monatsh, 71, pages 122-127 (1937), W. Knap reports that when 1-bromo-2-methylnaphthalene and anthranilic acid were heated in the presence of copper powder and potassium carbonate in nitrobenzene (boiling at 210° C.) to the boiling point of nitrobenzene, N-(2-methyl-1-naphthyl)-anthranilic acid was obtained in the form of a grayish yellow crystal having a melting point of 215°-216° C.